This data is from the Open Reaction Database (ORD), a public repository of structured organic reaction records. The task is: describe an organic reaction: reactants, conditions, products, and yield Reactants: C1CCOC1, CC(=C(c1ccc(N(C)C)cc1)c1ccc(N(C)C)cc1)P(c1ccccc1)c1ccccc1, CCOCC, CCCCCCC, CC(C)(C)P(Cl)C(C)(C)C, Cl[Cu]Cl, I, [Mg]. Yields the product CC(=C(c1ccc(N(C)C)cc1)c1ccc(N(C)C)cc1)P(C(C)(C)C)C(C)(C)C. RXN SMILES: [CH2:62]1[O:63][CH2:64][CH2:65][CH2:66]1.[CH3:1][N:2]([c:3]1[cH:4][cH:5][c:6]([C:9](=[C:10]([CH3:11])[P:12]([c:13]2[cH:14][cH:15][cH:16][cH:17][cH:18]2)[c:19]2[cH:20][cH:21][cH:22][cH:23][cH:24]2)[c:25]2[cH:26][cH:27][c:28]([N:31]([CH3:32])[CH3:33])[cH:29][cH:30]2)[cH:7][cH:8]1)[CH3:34].[CH3:50][CH2:51][O:52][CH2:53][CH3:54].[CH3:55][CH2:56][CH2:57][CH2:58][CH2:59][CH2:60][CH3:61].[Cl:37][P:38]([C:39]([CH3:40])([CH3:41])[CH3:42])[C:43]([CH3:44])([CH3:45])[CH3:46].[Cu:47]([Cl:48])[Cl:49].[I:36].[Mg:35]>>[CH3:1][N:2]([c:3]1[cH:4][cH:5][c:6]([C:9](=[C:10]([CH3:11])[P:38]([C:39]([CH3:40])([CH3:41])[CH3:42])[C:43]([CH3:44])([CH3:45])[CH3:46])[c:25]2[cH:26][cH:27][c:28]([N:31]([CH3:32])[CH3:33])[cH:29][cH:30]2)[cH:7][cH:8]1)[CH3:34]. Starting materials: BrC=1C=C(C=CC1)C#CC(CCC)(CCC)O (4-((3-bromophenyl)ethynyl)heptan-4-ol), C(C=C)NC(C(F)(F)F)=O (N-allyl-2,2,2-trifluoroacetamide). The product is FC(C(=O)NC\C=C\C1=CC(=CC=C1)C#CC(CCC)(CCC)O)(F)F ((E)-2,2,2-trifluoro-N-(3-(3-(3-hydroxy-3-propylhex-1-ynyl)phenyl)allyl)acetamide). Reaction SMILES: Br[C:2]1[CH:3]=[C:4]([C:8]#[C:9][C:10]([OH:17])([CH2:14][CH2:15][CH3:16])[CH2:11][CH2:12][CH3:13])[CH:5]=[CH:6][CH:7]=1.[CH2:18]([NH:21][C:22](=[O:27])[C:23]([F:26])([F:25])[F:24])[CH:19]=[CH2:20]>>[F:24][C:23]([F:26])([F:25])[C:22]([NH:21][CH2:18]/[CH:19]=[CH:20]/[C:2]1[CH:7]=[CH:6][CH:5]=[C:4]([C:8]#[C:9][C:10]([OH:17])([CH2:14][CH2:15][CH3:16])[CH2:11][CH2:12][CH3:13])[CH:3]=1)=[O:27]. Reported procedure: 4-((3-bromophenyl)ethynyl)heptan-4-ol was coupled with N-allyl-2,2,2-trifluoroacetamide following the procedure described in Example 123 to give (E)-2,2,2-trifluoro-N-(3-(3-(3-hydroxy-3-propylhex-1-ynyl)phenyl)allyl)acetamide as a pale yellow oil. Yield (0.082 g, 10%): 1H NMR (400 MHz, DMSO-d6) δ 9.68 (t, J=5.4 Hz, 1H), 7.42-7.39 (m, 2H), 7.30 (t, J=8.0 Hz, 1H), 7.23 (dt, J=7.6, 1.4 Hz, 1H), 6.51 (d, J=16.0 Hz, 1H), 6.29 (dt, J=16.0, 6.0 Hz, 1H), 5.13 (s, 1H), 3.95 (t, J=5.4 Hz, 2H), 1.60-1.40 (... Starting materials: CC(CCOC(CCCCCCCCCC[Si](O[Si](C)(C)C)(C)C)=O)CCC=C(C)C (11-(1,1,3,3,3-pentamethyl-disiloxanyl)-undecanoic acid 3,7-dimethyl-oct-6-enyl ester), CC(CCOC(CCCCCCCCC=C)=O)CCC=C(C)C (undec-10-enoic acid 3,7-dimethyl-oct-6-enyl ester), C[SiH](O[Si](C)(C)C)C (pentamethyldisiloxane). Product: CC(CCOC(CCCC[Si](O[Si](C)(C)C)(C)C)=O)CCC=C(C)C (5-(1,1,3,3,3-Pentamethyl-disiloxanyl)-pentanoic Acid 3,7-dimethyl-oct-6-enyl Ester). Reaction SMILES: [CH3:1][CH:2]([CH2:26][CH2:27][CH:28]=[C:29]([CH3:31])[CH3:30])[CH2:3][CH2:4][O:5][C:6](=[O:25])[CH2:7][CH2:8][CH2:9][CH2:10]CCCCCC[Si](C)(C)O[Si](C)(C)C.CC(CCC=C(C)C)CCOC(=O)CCCCCCCCC=C.[CH3:55][SiH:56]([CH3:62])[O:57][Si:58]([CH3:61])([CH3:60])[CH3:59]>>[CH3:1][CH:2]([CH2:26][CH2:27][CH:28]=[C:29]([CH3:30])[CH3:31])[CH2:3][CH2:4][O:5][C:6](=[O:25])[CH2:7][CH2:8][CH2:9][CH2:10][Si:56]([CH3:62])([CH3:55])[O:57][Si:58]([CH3:61])([CH3:60])[CH3:59]. Procedure: According to the same procedure, 11-(1,1,3,3,3-pentamethyl-disiloxanyl)-undecanoic acid 3,7-dimethyl-oct-6-enyl ester was prepared from undec-10-enoic acid 3,7-dimethyl-oct-6-enyl ester and pentamethyldisiloxane. The reactants are CC=1SC=C(N1)C(=O)Cl (2-methylthiazole-4-carbonyl chloride), NC1=NC(=NC2=CC(=C(C=C12)OC)OC)N1CCNCC1 (4-amino-6,7-dimethyoxy-2-(1-piperazinyl)quinazoline). Yields the product Cl.NC1=NC(=NC2=CC(=C(C=C12)OC)OC)N1CCN(CC1)C(=O)C=1N=C(SC1)C (4-Amino-6,7-dimethyoxy-2-[4-(2-methylthiazole-4-carbonyl)piperazin-1-yl]quinazoline Hydrochloride). Reaction SMILES: [CH3:1][C:2]1[S:3][CH:4]=[C:5]([C:7]([Cl:9])=[O:8])[N:6]=1.[NH2:10][C:11]1[C:20]2[C:15](=[CH:16][C:17]([O:23][CH3:24])=[C:18]([O:21][CH3:22])[CH:19]=2)[N:14]=[C:13]([N:25]2[CH2:30][CH2:29][NH:28][CH2:27][CH2:26]2)[N:12]=1>>[ClH:9].[NH2:10][C:11]1[C:20]2[C:15](=[CH:16][C:17]([O:23][CH3:24])=[C:18]([O:21][CH3:22])[CH:19]=2)[N:14]=[C:13]([N:25]2[CH2:30][CH2:29][N:28]([C:7]([C:5]3[N:6]=[C:2]([CH3:1])[S:3][CH:4]=3)=[O:8])[CH2:27][CH2:26]2)[N:12]=1 |f:2.3|. Reported procedure: The title compound was prepared from 2-methylthiazole-4-carbonyl chloride (0.49 g.) and 4-amino-6,7-dimethyoxy-2-(1-piperazinyl)quinazoline (0.87 g.) following previously described procedures. The product had a m.p. of 260°-263° C. with decomposition. The reactants are BrCCCCBr, CCO, COc1ccc(F)c(F)c1C(=O)c1cnc(NC2CCC(N)CC2)nc1N, [Na+], [Na+], O=C([O-])[O-]. Product: COc1ccc(F)c(F)c1C(=O)c1cnc(NC2CCC(N3CCCC3)CC2)nc1N. RXN SMILES: [Br:34][CH2:35][CH2:36][CH2:37][CH2:38][Br:39].[CH3:40][CH2:41][OH:42].[NH2:1][c:2]1[n:3][c:4]([NH:20][CH:21]2[CH2:22][CH2:23][CH:24]([NH2:27])[CH2:25][CH2:26]2)[n:5][cH:6][c:7]1[C:8](=[O:9])[c:10]1[c:11]([F:19])[c:12]([F:18])[cH:13][cH:14][c:15]1[O:16][CH3:17].[Na+:28].[Na+:29].[O-:30][C:31](=[O:32])[O-:33]>>[NH2:1][c:2]1[n:3][c:4]([NH:20][CH:21]2[CH2:22][CH2:23][CH:24]([N:27]3[CH2:35][CH2:36][CH2:37][CH2:38]3)[CH2:25][CH2:26]2)[n:5][cH:6][c:7]1[C:8](=[O:9])[c:10]1[c:11]([F:19])[c:12]([F:18])[cH:13][cH:14][c:15]1[O:16][CH3:17]. Reactants: Cc1ccccc1, CN(C)C=O, O=Cc1ccccc1O, ClCCN1CCOCC1, [H-], [Na+], O. Yields the product O=Cc1ccccc1OCCN1CCOCC1. RXN SMILES: [CH3:12][c:13]1[cH:14][cH:15][cH:16][cH:17][cH:18]1.[CH3:28][N:29]([CH3:30])[CH:31]=[O:32].[CH:1](=[O:2])[c:3]1[cH:4][cH:5][cH:6][cH:7][c:8]1[OH:9].[Cl:19][CH2:20][CH2:21][N:22]1[CH2:23][CH2:24][O:25][CH2:26][CH2:27]1.[H-:10].[Na+:11].[OH2:33]>>[CH:1](=[O:2])[c:3]1[cH:4][cH:5][cH:6][cH:7][c:8]1[O:9][CH2:20][CH2:21][N:22]1[CH2:23][CH2:24][O:25][CH2:26][CH2:27]1. Starting materials: C1CCNCC1, CCO, Nc1ncnc2c1c(-c1cccc(OCc3ccccc3)c1)cn2C1CC(CNC(=O)CCl)C1. Yields the product Nc1ncnc2c1c(-c1cccc(OCc3ccccc3)c1)cn2C1CC(CNC(=O)CN2CCCCC2)C1. As a reaction SMILES: [CH2:35]1[CH2:36][CH2:37][NH:38][CH2:39][CH2:40]1.[CH3:41][CH2:42][OH:43].[NH2:1][c:2]1[c:3]2[c:4]([n:5][cH:6][n:7]1)[n:8]([CH:25]1[CH2:26][CH:27]([CH2:29][NH:30][C:31]([CH2:32][Cl:33])=[O:34])[CH2:28]1)[cH:9][c:10]2-[c:11]1[cH:12][c:13]([O:17][CH2:18][c:19]2[cH:20][cH:21][cH:22][cH:23][cH:24]2)[cH:14][cH:15][cH:16]1>>[NH2:1][c:2]1[c:3]2[c:4]([n:5][cH:6][n:7]1)[n:8]([CH:25]1[CH2:26][CH:27]([CH2:29][NH:30][C:31]([CH2:32][N:38]3[CH2:37][CH2:36][CH2:35][CH2:40][CH2:39]3)=[O:34])[CH2:28]1)[cH:9][c:10]2-[c:11]1[cH:12][c:13]([O:17][CH2:18][c:19]2[cH:20][cH:21][cH:22][cH:23][cH:24]2)[cH:14][cH:15][cH:16]1. Reactants: Compound, C(C)OC1=CC=C(C=C1)C(C(=O)OCC#CC)C(C)C (2-butynyl 2-(4-ethoxyphenyl)isovalerate), S(=O)(Cl)Cl (thionyl chloride). Run in C(C)(=O)OCC (ethyl acetate), CCCCCC (n-hexane), C(Cl)(Cl)Cl (chloroform). Run at time 16 hour. Product: ClC=1C=C(C=CC1OCC)C(C(=O)OCC#CC)C(C)C (2-butynyl 2-(3-chloro-4-ethoxyphenyl)isovalerate). The yield is 80.0%. RXN SMILES: [CH2:1]([O:3][C:4]1[CH:9]=[CH:8][C:7]([CH:10]([CH:18]([CH3:20])[CH3:19])[C:11]([O:13][CH2:14][C:15]#[C:16][CH3:17])=[O:12])=[CH:6][CH:5]=1)[CH3:2].S(Cl)([Cl:23])=O>C(Cl)(Cl)Cl.C(OCC)(=O)C.CCCCCC>[Cl:23][C:5]1[CH:6]=[C:7]([CH:10]([CH:18]([CH3:19])[CH3:20])[C:11]([O:13][CH2:14][C:15]#[C:16][CH3:17])=[O:12])[CH:8]=[CH:9][C:4]=1[O:3][CH2:1][CH3:2]. Reported procedure: Into a solution of 0.15 g (0.55 mM) of Compound No. 2 (2-butynyl 2-(4-ethoxyphenyl)isovalerate) in 5 ml of chloroform, 0.76 g (5.5 mM) of thionyl chloride was added, and the mixture was stirred for 16 hours at room temperature. After condensing the reaction mixture, the condensate was subjected to silica gel column chromatography while using a 1:30 mixture of ethyl acetate and n-hexane as an eluent, thereby 0.14 g of the colourless and only compound No. 24 was obtained (yield: 80%). Reactants: CS(=O)(=O)C1=NC=CC(=N1)N1C=NC2=C1C=CC=C2 (2-methanesulfonyl-4-[benzimidazol-1-yl]pyrimidine), C1(=CC=CC=C1)[C@H](C)N ((S)-1-phenylethylamine). Solvent: xylenes. Reaction conditions: time 8 hour. The product is C1(=CC=CC=C1)[C@H](C)NC1=NC=CC(=N1)N1C=NC2=C1C=CC=C2 (2-[(S)-1-Phenylethylamino]-4-[benzimidazol-1-yl]pyrimidine). Yield: 57.0%. As a reaction SMILES: CS([C:5]1[N:10]=[C:9]([N:11]2[C:15]3[CH:16]=[CH:17][CH:18]=[CH:19][C:14]=3[N:13]=[CH:12]2)[CH:8]=[CH:7][N:6]=1)(=O)=O.[C:20]1([C@@H:26]([NH2:28])[CH3:27])[CH:25]=[CH:24][CH:23]=[CH:22][CH:21]=1>>[C:20]1([C@@H:26]([NH:28][C:5]2[N:10]=[C:9]([N:11]3[C:15]4[CH:16]=[CH:17][CH:18]=[CH:19][C:14]=4[N:13]=[CH:12]3)[CH:8]=[CH:7][N:6]=2)[CH3:27])[CH:25]=[CH:24][CH:23]=[CH:22][CH:21]=1. Procedure details: A solution of 2-methanesulfonyl-4-[benzimidazol-1-yl]pyrimidine (0.203 g, 0.74 mmol) and (S)-1-phenylethylamine (0.15 mL, 1.16 mmol) in 2 mL of xylenes was heated to 100° C. After 8 h, the reaction mixture was concentrated and purified by chromatography (silica, 1:1 hexanes: EtOAc, then 1:1 CH2Cl2: EtOAc) to give 0.133 g of the title compound. 1H NMR (500 MHz, CDCl3): δ 8.49 (br s, 1H); 8.39 (d, J=5.5 Hz, 1H); 7.83 (d, J=8.0 Hz, 1H); 7.3-7.5 (m, 8H); 6.79 (d, J=5.5 Hz, 1H); 5.75 (br s, 1H); 5.21... Starting materials: C=1C=C2C(=C(C1)O)C(=O)C3=C(C=CC=C3O)C2 (anthralin), C(CC)(=O)Cl (propionyl chloride). Solvent: C1=CC=CC=C1 (benzene), N1=CC=CC=C1 (pyridine). Product: OC1=CC=CC=2C(C3=CC=CC(=C3C(C12)=O)O)C(CC)=O (1,8-dihydroxy-10-propionyl-9-anthrone). As a reaction SMILES: [C:1](Cl)(=[O:4])[CH2:2][CH3:3].[CH:6]1[CH:7]=[C:8]2[CH2:22][C:16]3[CH:17]=[CH:18][CH:19]=[C:20]([OH:21])[C:15]=3[C:13](=[O:14])[C:9]2=[C:10]([OH:12])[CH:11]=1>C1C=CC=CC=1.N1C=CC=CC=1>[OH:21][C:20]1[C:15]2[C:13](=[O:14])[C:9]3[C:8](=[CH:7][CH:6]=[CH:11][C:10]=3[OH:12])[CH:22]([C:1](=[O:4])[CH2:2][CH3:3])[C:16]=2[CH:17]=[CH:18][CH:19]=1. Procedure: 24.9 g (0,269 moles) propionyl chloride is added, while stirring, to a mixture containing 50.9 g (0,225 moles) anthralin in 1575 ml of benzene and 27.5 ml of pyridine. The reaction mixture is cooked using a return condenser for 20 hours while stirring. The solution is filtered and the filtrate is evaporated dry under a lowered pressure. The residue is crystallized out from acetic acid. Yield 27.6 g (43.5% of the theoretical). M.p.=149°-154° C.